This data is from the Open Reaction Database (ORD), a public repository of structured organic reaction records. The task is: describe an organic reaction: reactants, conditions, products, and yield As a reaction SMILES: [F:1][C:2]1[CH:3]=[C:4]([CH:17]=[CH:18][C:19]=1[S:20]([CH3:23])(=[O:22])=[O:21])[CH2:5][N:6]1C(=O)C2C(=CC=CC=2)C1=O.O.NN>CO.ClCCl>[F:1][C:2]1[CH:3]=[C:4]([CH:17]=[CH:18][C:19]=1[S:20]([CH3:23])(=[O:22])=[O:21])[CH2:5][NH2:6] |f:1.2|. The solvent is CO (methanol), ClCCl (dichloromethane). Reported procedure: The purified intermediate 2-(3-fluoro-4-methylsulfonyl-benzyl)-isoindole-1,3-dione (5.50 g, 15.6 mmol) is dissolved in a mixture of methanol (250 mL) and dichloromethane (250 mL). Hydrazine hydrate (4.6 g, 78.4 mmol) is added, and the mixture is stirred at 60° C. for 3 h. The mixture is filtered, and the filtrate is treated with water. The mixture is extracted with ethyl acetate, and the organic layer is dried over Na2SO4 and concentrated under reduced pressure. The residue is purified by prepar... The product is FC=1C=C(CN)C=CC1S(=O)(=O)C (3-Fluoro-4-methanesulfonyl-benzylamine). Starting materials: FC=1C=C(CN2C(C3=CC=CC=C3C2=O)=O)C=CC1S(=O)(=O)C (2-(3-fluoro-4-methylsulfonyl-benzyl)-isoindole-1,3-dione), O.NN (Hydrazine hydrate). Conditions: temperature 60 celsius, time 3 hour. Starting materials: FC1=C(C(=CC=C1)[N+](=O)[O-])O (2-fluoro-6-nitrophenol), C([O-])([O-])=O.[K+].[K+] (potassium carbonate), FC(S(=O)(=O)Cl)(F)F (trifluoromethanesulfonyl chloride). The solvent is CC(=O)C (acetone), CC(=O)C (acetone). Conditions: time 20 minute. The product is FC(S(=O)(=O)OC1=C(C=CC=C1[N+](=O)[O-])F)(F)F (2-Fluoro-6-nitrophenyl Trifluoromethanesulfonate). The yield is 53.1%. Reaction SMILES: [F:1][C:2]1[CH:7]=[CH:6][CH:5]=[C:4]([N+:8]([O-:10])=[O:9])[C:3]=1[OH:11].C(=O)([O-])[O-].[K+].[K+].[F:18][C:19]([F:25])([F:24])[S:20](Cl)(=[O:22])=[O:21]>CC(C)=O>[F:18][C:19]([F:25])([F:24])[S:20]([O:11][C:3]1[C:4]([N+:8]([O-:10])=[O:9])=[CH:5][CH:6]=[CH:7][C:2]=1[F:1])(=[O:22])=[O:21] |f:1.2.3|. Procedure details: A mixture consisting of 2-fluoro-6-nitrophenol (20 g, 0.14 mol) and potassium carbonate (20 g, 0.14 mol) in acetone (350 mL) was stirred at room temperature for 20 minutes. A solution of trifluoromethanesulfonyl chloride (23.7 g, 0.14 mol) in acetone (100 mL) was added dropwise at room temperature. Stirring was continued for 3 hours. The reaction was filtered, and the filtrate was concentrated. The residue was dissolved in diethyl ether (300 mL), washed with 0.1N NaOH, water, dried (MgSO4), filt... Starting materials: O=C1C(CCC1)C(=O)OCC (ethyl 2-oxocyclopentanecarboxylate), NC(=O)OCC (urethane), S(=O)(=O)([O-])[O-].[Na+].[Na+] (sodium sulfate). The reagents and catalysts are C1(=CC=C(C=C1)S(=O)(=O)O)C (p-toluenesulfonic acid). The solvent is C1=CC=CC=C1 (benzene). Yields the product C(C)OC(=O)NC1=C(CCC1)C(=O)OCC (ethyl 2-[(ethoxycarbonyl)amino]-1-cyclopentene-1-carboxylate). The yield is 64.3%. As a reaction SMILES: O=[C:2]1[CH2:6][CH2:5][CH2:4][CH:3]1[C:7]([O:9][CH2:10][CH3:11])=[O:8].[NH2:12][C:13]([O:15][CH2:16][CH3:17])=[O:14].S([O-])([O-])(=O)=O.[Na+].[Na+]>C1C=CC=CC=1.C1(C)C=CC(S(O)(=O)=O)=CC=1>[CH2:16]([O:15][C:13]([NH:12][C:2]1[CH2:6][CH2:5][CH2:4][C:3]=1[C:7]([O:9][CH2:10][CH3:11])=[O:8])=[O:14])[CH3:17] |f:2.3.4|. Procedure details: A solution containing ethyl 2-oxocyclopentanecarboxylate (90 g, 0.63 moles), urethane (63.1 g, 0.70 mole) and p-toluenesulfonic acid (1 g) in benzene (100 mL) was refluxed for 15 hours in a Soxhlet extraction apparatus with sodium sulfate in the thimble. The reaction mixture was washed with water (3×100 mL), dried over magnesium sulfate then evaporated under vacuum. The resulting residue was recrystallized from methanol:water (9:1) to provide 92.1 g of ethyl 2-[(ethoxycarbonyl)amino]-1-cyclopent... The reactants are COC(=O)NC(Cc1ccccc1-c1ccc(OC)cc1)C(=O)O, COc1ccc(S(=O)(=O)N(CC(C)C)C(CO)CCCCN)cc1. The product is COC(=O)NC(Cc1ccccc1-c1ccc(OC)cc1)C(=O)NCCCCC(CO)N(CC(C)C)S(=O)(=O)c1ccc(OC)cc1. RXN SMILES: [CH3:25][O:26][c:27]1[cH:28][cH:29][c:30](-[c:33]2[c:34]([CH2:39][CH:40]([C:41](=[O:42])[OH:43])[NH:44][C:45](=[O:46])[O:47][CH3:48])[cH:35][cH:36][cH:37][cH:38]2)[cH:31][cH:32]1.[NH2:1][CH2:2][CH2:3][CH2:4][CH2:5][CH:6]([CH2:7][OH:8])[N:9]([S:10](=[O:11])(=[O:12])[c:13]1[cH:14][cH:15][c:16]([O:19][CH3:20])[cH:17][cH:18]1)[CH2:21][CH:22]([CH3:23])[CH3:24]>>[NH:1]([CH2:2][CH2:3][CH2:4][CH2:5][CH:6]([CH2:7][OH:8])[N:9]([S:10](=[O:11])(=[O:12])[c:13]1[cH:14][cH:15][c:16]([O:19][CH3:20])[cH:17][cH:18]1)[CH2:21][CH:22]([CH3:23])[CH3:24])[C:41]([CH:40]([CH2:39][c:34]1[c:33](-[c:30]2[cH:29][cH:28][c:27]([O:26][CH3:25])[cH:32][cH:31]2)[cH:38][cH:37][cH:36][cH:35]1)[NH:44][C:45](=[O:46])[O:47][CH3:48])=[O:42]. As a reaction SMILES: [CH3:19][OH:20].[CH:1](=[O:2])[c:3]1[cH:4][cH:5][c:6]2[c:10]([cH:11]1)[O:9][CH2:8][O:7]2.[ClH:18].[N+:12](=[O:13])([O-:14])[CH3:15].[Na+:17].[OH-:16].[OH2:21]>>[CH:1]([c:3]1[cH:4][cH:5][c:6]2[c:10]([cH:11]1)[O:9][CH2:8][O:7]2)=[CH:15][N+:12](=[O:13])[O-:14]. Reactants: CO, O=Cc1ccc2c(c1)OCO2, Cl, C[N+](=O)[O-], [Na+], [OH-], O. Yields the product O=[N+]([O-])C=Cc1ccc2c(c1)OCO2. The reactants are ( 1 ), ( 1 ), ( 3 ), N[C@@H](CS)C(=O)O (Cys), N[C@@H](C(C)C)C(=O)O (Val), N[C@@H]([C@H](O)C)C(=O)O (Thr), ( 2 ), ( 2 ), ( 2 ), Glx, ( 6 ), NCC(=O)O (Gly), ( 2 ), N[C@@H](CC1=CC=C(C=C1)O)C(=O)O (Tyr), N[C@@H](CCCCN)C(=O)O (Lys), ( 3 ), N[C@@H](CCCNC(N)=N)C(=O)O (Arg). Yields the product N[C@@H](CC(O)=O)C(=O)O (Asp). Reaction SMILES: [NH2:1][CH2:2][C:3]([OH:5])=[O:4].N[C@H:7]([C:15]([OH:17])=[O:16])CCCNC(=N)N.N[C@H](C(O)=O)[C@@H](C)O.N[C@H](C(O)=O)CC1C=CC(O)=CC=1.N[C@H](C(O)=O)C(C)C.N[C@H](C(O)=O)CS.N[C@H](C(O)=O)CCCCN>>[NH2:1][C@H:2]([C:3]([OH:5])=[O:4])[CH2:7][C:15](=[O:16])[OH:17]. Reported procedure: 1.1 (1), Glx:3.1 (3) Ser:1.0 (1) Gly:3.3 (3), Arg:2.1 (2), Thr:2.2 (2), Pro:1.1 (1), Tyr:1.2 (2), Val:1.7 (2), Cys:-(2), Lys:5.9 (6) The reactants are CC(C)(C)OC(=O)N1CC2CC1CN2, Cc1cc(Cl)nnc1Cl. Yields the product Cc1cc(N2CC3CC2CN3C(=O)OC(C)(C)C)nnc1Cl. RXN SMILES: [CH:10]12[N:11]([C:17](=[O:18])[O:19][C:20]([CH3:21])([CH3:22])[CH3:23])[CH2:12][CH:13]([NH:14][CH2:15]1)[CH2:16]2.[Cl:1][c:2]1[n:3][n:4][c:5]([Cl:9])[cH:6][c:7]1[CH3:8]>>[Cl:1][c:2]1[n:3][n:4][c:5]([N:14]2[CH:13]3[CH2:12][N:11]([C:17](=[O:18])[O:19][C:20]([CH3:21])([CH3:22])[CH3:23])[CH:10]([CH2:15]2)[CH2:16]3)[cH:6][c:7]1[CH3:8]. Procedure: To a solution of 5-[4-(5-{[(2R,6S)-2,6-dimethyl-4-morpholinyl]methyl}-1,3,4-oxadiazol-2-yl)-1-(phenylsulfonyl)-1H-indazol-6-yl]-2-(methyloxy)-3-pyridinamine (200 mg, 0.347 mmol) in pyridine (1 ml) was added, dropwise, methanesulphonyl chloride (0.054 ml, 0.695 mmol) and the mixture stirred at 20° C. for 18 hr. Water (10 ml) was added and the title compound was collected by filtration as a brown solid (106 mg). The reactants are CS(=O)(=O)Cl (methanesulphonyl chloride), C[C@@H]1CN(C[C@@H](O1)C)CC1=NN=C(O1)C1=C2C=NN(C2=CC(=C1)C=1C=C(C(=NC1)OC)N)S(=O)(=O)C1=CC=CC=C1 (5-[4-(5-{[(2R,6S)-2,6-dimethyl-4-morpholinyl]methyl}-1,3,4-oxadiazol-2-yl)-1-(phenylsulfonyl)-1H-indazol-6-yl]-2-(methyloxy)-3-pyridinamine), O (Water). The product is C[C@@H]1CN(C[C@@H](O1)C)CC1=NN=C(O1)C1=C2C=NN(C2=CC(=C1)C=1C=C(C(=NC1)OC)NS(=O)(=O)C)S(=O)(=O)C1=CC=CC=C1 (N-[5-[4-(5-{[(2R,6S)-2,6-Dimethyl-4-morpholinyl]methyl}-1,3,4-oxadiazol-2-yl)-1-(phenylsulfonyl)-1H-indazol-6-yl]-2-(methyloxy)-3-pyridinyl]methanesulfonamide). Run in N1=CC=CC=C1 (pyridine). RXN SMILES: [CH3:1][C@H:2]1[O:7][C@@H:6]([CH3:8])[CH2:5][N:4]([CH2:9][C:10]2[O:14][C:13]([C:15]3[CH:23]=[C:22]([C:24]4[CH:25]=[C:26]([NH2:32])[C:27]([O:30][CH3:31])=[N:28][CH:29]=4)[CH:21]=[C:20]4[C:16]=3[CH:17]=[N:18][N:19]4[S:33]([C:36]3[CH:41]=[CH:40][CH:39]=[CH:38][CH:37]=3)(=[O:35])=[O:34])=[N:12][N:11]=2)[CH2:3]1.[CH3:42][S:43](Cl)(=[O:45])=[O:44].O>N1C=CC=CC=1>[CH3:1][C@H:2]1[O:7][C@@H:6]([CH3:8])[CH2:5][N:4]([CH2:9][C:10]2[O:14][C:13]([C:15]3[CH:23]=[C:22]([C:24]4[CH:25]=[C:26]([NH:32][S:43]([CH3:42])(=[O:45])=[O:44])[C:27]([O:30][CH3:31])=[N:28][CH:29]=4)[CH:21]=[C:20]4[C:16]=3[CH:17]=[N:18][N:19]4[S:33]([C:36]3[CH:41]=[CH:40][CH:39]=[CH:38][CH:37]=3)(=[O:34])=[O:35])=[N:12][N:11]=2)[CH2:3]1.